Dataset: the Open Reaction Database (ORD), a public repository of structured organic reaction records. Task: describe an organic reaction: reactants, conditions, products, and yield The reactants are C(CC(O)(C(=O)O)CC(=O)O)(=O)O (citric acid), [H-].[Na+] (Sodium hydride), [Si](C1=CC=CC=C1)(C1=CC=CC=C1)(C(C)(C)C)OCCOC[C@@H](C(=O)NC1=NC=C(C=C1)C)O ((S)-3-(2-(tert-butyldiphenylsilyloxy)ethoxy)-2-hydroxy-N-(5-methylpyridin-2-yl)propanamide), C(C1=CC=CC=C1)N1N=CC=2C1=NC=NC2Cl (1-benzyl-4-chloro-1H-pyrazolo[3,4-d]pyrimidine). Run in O (water), CCOC(=O)C (EtOAc), C1CCOC1 (THF). Reaction conditions: temperature 0 celsius, time 10 minute. The product is C(C1=CC=CC=C1)N1N=CC=2C1=NC=NC2O[C@H](C(=O)NC2=NC=C(C=C2)C)COCCO[Si](C2=CC=CC=C2)(C2=CC=CC=C2)C(C)(C)C ((S)-2-(1-benzyl-1H-pyrazolo[3,4-d]pyrimidin-4-yloxy)-3-(2-(tert-butyldiphenylsilyloxy)ethoxy)-N-(5-methylpyridin-2-yl)propanamide). Isolated yield 77.1%. As a reaction SMILES: [H-].[Na+].[Si:3]([O:20][CH2:21][CH2:22][O:23][CH2:24][C@H:25]([OH:36])[C:26]([NH:28][C:29]1[CH:34]=[CH:33][C:32]([CH3:35])=[CH:31][N:30]=1)=[O:27])([C:16]([CH3:19])([CH3:18])[CH3:17])([C:10]1[CH:15]=[CH:14][CH:13]=[CH:12][CH:11]=1)[C:4]1[CH:9]=[CH:8][CH:7]=[CH:6][CH:5]=1.[CH2:37]([N:44]1[C:48]2=[N:49][CH:50]=[N:51][C:52](Cl)=[C:47]2[CH:46]=[N:45]1)[C:38]1[CH:43]=[CH:42][CH:41]=[CH:40][CH:39]=1.C(O)(=O)CC(CC(O)=O)(C(O)=O)O>C1COCC1.O.CCOC(C)=O>[CH2:37]([N:44]1[C:48]2=[N:49][CH:50]=[N:51][C:52]([O:36][C@@H:25]([CH2:24][O:23][CH2:22][CH2:21][O:20][Si:3]([C:16]([CH3:19])([CH3:18])[CH3:17])([C:10]3[CH:11]=[CH:12][CH:13]=[CH:14][CH:15]=3)[C:4]3[CH:5]=[CH:6][CH:7]=[CH:8][CH:9]=3)[C:26]([NH:28][C:29]3[CH:34]=[CH:33][C:32]([CH3:35])=[CH:31][N:30]=3)=[O:27])=[C:47]2[CH:46]=[N:45]1)[C:38]1[CH:39]=[CH:40][CH:41]=[CH:42][CH:43]=1 |f:0.1|. Procedure: Sodium hydride (90 mg, 2.25 mmol) was added to (S)-3-(2-(tert-butyldiphenylsilyloxy)ethoxy)-2-hydroxy-N-(5-methylpyridin-2-yl)propanamide (538 mg, 1.12 mmol) (Intermediate AU2) in anhydrous THF (20 mL) at 0° C. under nitrogen. The resulting solution was stirred at 0° C. for 10 minutes and then 1-benzyl-4-chloro-1H-pyrazolo[3,4-d]pyrimidine (Intermediate AL2) (250 mg, 1.02 mmol) was added. The reaction mixture was allowed to warm to room temperature and stirred overnight. The reaction mixture was... The reactants are CC(C)(C)[Si](C)(C)OCCOc1cc(F)c(N)cc1S(=O)(=O)N1CCCCc2ccccc21, CCOC(=O)c1cc(C)c2[nH]c(=O)n(-c3cc(S(=O)(=O)N4CCCCc5ccccc54)c(OCCO[Si](C)(C)C(C)(C)C)cc3F)c2n1, CCCC[N+](CCCC)(CCCC)CCCC, Cl, [F-], C1CCOC1. Product: CCOC(=O)c1cc(C)c2[nH]c(=O)n(-c3cc(S(=O)(=O)N4CCCCc5ccccc54)c(OCCO)cc3F)c2n1. RXN SMILES: [C:49]([Si:50]([CH3:51])([CH3:52])[O:53][CH2:54][CH2:55][O:56][c:57]1[c:58]([S:59]([N:60]2[c:61]3[cH:62][cH:63][cH:64][cH:65][c:66]3[CH2:67][CH2:68][CH2:69][CH2:70]2)(=[O:71])=[O:72])[cH:73][c:74]([NH2:75])[c:76]([F:77])[cH:78]1)([CH3:79])([CH3:80])[CH3:81].[CH2:1]([CH3:2])[O:3][C:4](=[O:5])[c:6]1[cH:7][c:8]([CH3:48])[c:9]2[c:10]([n:11]1)[n:12](-[c:16]1[c:17]([F:47])[cH:18][c:19]([O:36][CH2:37][CH2:38][O:39][Si:40]([C:41]([CH3:42])([CH3:43])[CH3:44])([CH3:45])[CH3:46])[c:20]([S:22](=[O:23])(=[O:24])[N:25]3[CH2:26][CH2:27][CH2:28][CH2:29][c:30]4[c:31]3[cH:32][cH:33][cH:34][cH:35]4)[cH:21]1)[c:13](=[O:15])[nH:14]2.[CH2:83]([N+:84]([CH2:85][CH2:86][CH2:87][CH3:88])([CH2:89][CH2:90][CH2:91][CH3:92])[CH2:93][CH2:94][CH2:95][CH3:96])[CH2:97][CH2:98][CH3:99].[ClH:100].[F-:82].[O:101]1[CH2:102][CH2:103][CH2:104][CH2:105]1>>[CH2:1]([CH3:2])[O:3][C:4](=[O:5])[c:6]1[cH:7][c:8]([CH3:48])[c:9]2[c:10]([n:11]1)[n:12](-[c:16]1[c:17]([F:47])[cH:18][c:19]([O:36][CH2:37][CH2:38][OH:39])[c:20]([S:22](=[O:23])(=[O:24])[N:25]3[CH2:26][CH2:27][CH2:28][CH2:29][c:30]4[c:31]3[cH:32][cH:33][cH:34][cH:35]4)[cH:21]1)[c:13](=[O:15])[nH:14]2. The reactants are CC=1N=CN(C1)C1=CC=C(C(=O)Cl)C=C1 (4-(4-methylimidazol-1-yl)benzoyl chloride), ice, C=1C=CN2C1CNC1=C(C2)C=CC=C1 (10,11-dihydro-5H-pyrrolo[2,1-c][1,4]benzodiazepine), C(C)(C)N(CC)C(C)C (diisopropylethylamine). Run in ClCCl (dichloromethane). Run at time 18 hour. Yields the product CC=1N=CN(C1)C1=CC=C(C=C1)C(=O)N1CC=2N(CC3=C1C=CC=C3)C=CC2 ([4-(4-Methyl-imidazol-1-yl)-phenyl]-(5H,11H-pyrrolo[2,1-c][1,4]-benzodiazepin-10-yl)-methanone). Yield: 40.6%. As a reaction SMILES: [CH3:1][C:2]1[N:3]=[CH:4][N:5]([C:7]2[CH:15]=[CH:14][C:10]([C:11](Cl)=[O:12])=[CH:9][CH:8]=2)[CH:6]=1.[CH:16]1[CH:17]=[CH:18][N:19]2[CH2:25][C:24]3[CH:26]=[CH:27][CH:28]=[CH:29][C:23]=3[NH:22][CH2:21][C:20]=12.C(N(C(C)C)CC)(C)C>ClCCl>[CH3:1][C:2]1[N:3]=[CH:4][N:5]([C:7]2[CH:15]=[CH:14][C:10]([C:11]([N:22]3[C:23]4[CH:29]=[CH:28][CH:27]=[CH:26][C:24]=4[CH2:25][N:19]4[CH:18]=[CH:17][CH:16]=[C:20]4[CH2:21]3)=[O:12])=[CH:9][CH:8]=2)[CH:6]=1. Procedure: The 4-(4-methylimidazol-1-yl)benzoyl chloride (0.99 g) was added to an ice-cooled solution of 10,11-dihydro-5H-pyrrolo[2,1-c][1,4]benzodiazepine (0.64 g) and diisopropylethylamine (0.60 g) in dichloromethane (25 ml). After stirring at room temperature for 18 hours, the reaction mixture was washed with water and saturated aqueous sodium bicarbonate. The dichloromethane solution was dried over anhydrous sodium sulfate, filtered through a short column of hydrous sodium magnesium silicate, and furth...